Dataset: the Open Reaction Database (ORD), a public repository of structured organic reaction records. Task: describe an organic reaction: reactants, conditions, products, and yield Starting materials: C(#N)CC(=O)O (Cyanoacetic acid), NC1=NC=CC=C1 (2-aminopyridine), suspension, C1(CCCCC1)N=C=NC1CCCCC1 (dicyclohexylcarbodiimide). The solvent is C(C)#N (acetonitrile), C(C)#N (acetonitrile). Run at time 4 hour. Yields the product C(#N)CC(=O)NC1=NC=CC=C1 (2-(cyanoacetylamino)pyridine). Reaction SMILES: [C:1]([CH2:3][C:4]([OH:6])=O)#[N:2].[NH2:7][C:8]1[CH:13]=[CH:12][CH:11]=[CH:10][N:9]=1.C1(N=C=NC2CCCCC2)CCCCC1>C(#N)C>[C:1]([CH2:3][C:4]([NH:7][C:8]1[CH:13]=[CH:12][CH:11]=[CH:10][N:9]=1)=[O:6])#[N:2]. Procedure: Cyanoacetic acid (4.5 g) and 5.0 g of 2-aminopyridine, each in acetonitrile, were combined, and the suspension (150 ml) treated rapidly with a solution of 12.0 g of dicyclohexylcarbodiimide (DCCI) in 60 ml of acetonitrile. After stirring 4 hrs. and filtering, the filtrate was evaporated and the residue triturated with ether to give 2-(cyanoacetylamino)pyridine, m.p. 159°-161°. Recrystallization from ethyl acetate raised melting point to 162°-3°.